Dataset: the Open Reaction Database (ORD), a public repository of structured organic reaction records. Task: describe an organic reaction: reactants, conditions, products, and yield Starting materials: O=C1C2=C(OC3=C1C=C(C=C3)C(=O)OC)CCC2 (1,2,3,9-tetrahydro-9-oxo-cyclopenta[b][1]benzopyran-7-carboxylic acid, methyl ester), CC1=C(C=O)C=CC=C1 (2-methyl benzaldehyde), C[O-].[Na+] (sodium methylate). Solvent: CO (methanol). Reaction conditions: time 20 hour. Product: CC1=C(C=C2CCC3=C2OC2=C(C3=O)C=C(C=C2)C(=O)OC)C=CC=C1 (3-(2-methyl-benzylidene)-1,2,3,9-tetrahydro-9-oxo-cyclopenta[b][1]benzopyran-7-carboxylic acid, methyl ester). RXN SMILES: [O:1]=[C:2]1[C:7]2[CH:8]=[C:9]([C:12]([O:14][CH3:15])=[O:13])[CH:10]=[CH:11][C:6]=2[O:5][C:4]2[CH2:16][CH2:17][CH2:18][C:3]1=2.[CH3:19][C:20]1[CH:27]=[CH:26][CH:25]=[CH:24][C:21]=1[CH:22]=O.C[O-].[Na+]>CO>[CH3:19][C:20]1[CH:27]=[CH:26][CH:25]=[CH:24][C:21]=1[CH:22]=[C:16]1[C:4]2[O:5][C:6]3[CH:11]=[CH:10][C:9]([C:12]([O:14][CH3:15])=[O:13])=[CH:8][C:7]=3[C:2](=[O:1])[C:3]=2[CH2:18][CH2:17]1 |f:2.3|. Procedure: 1,2,3,9-tetrahydro-9-oxo-cyclopenta[b][1]benzopyran-7-carboxylic acid, methyl ester, m.p. 156°-158° C. (5.1 g) was reacted with 2-methyl benzaldehyde (3.3 g) in methanol (80 ml) in the presence of sodium methylate (2.28 g) under stirring at room temperature for 20 hours. The precipitate was filtered and washed with methanol and then with water until neutral: crystallization from CH2Cl2 -methanol gave 5.2 g of 3-(2-methyl-benzylidene)-1,2,3,9-tetrahydro-9-oxo-cyclopenta[b][1]benzopyran-7-carboxyl... The reactants are O=C(O)Cc1ccc(CBr)cc1, ClCCl, O=C(OC(=O)C(F)(F)F)C(F)(F)F, OCC(Cl)(Cl)Cl. The product is O=C(Cc1ccc(CBr)cc1)OCC(Cl)(Cl)Cl. RXN SMILES: [Br:1][CH2:2][c:3]1[cH:4][cH:5][c:6]([CH2:9][C:10](=[O:11])[OH:12])[cH:7][cH:8]1.[Cl:32][CH2:33][Cl:34].[F:13][C:14]([F:15])([F:16])[C:17]([O:18][C:19](=[O:20])[C:21]([F:22])([F:23])[F:24])=[O:25].[OH:26][CH2:27][C:28]([Cl:29])([Cl:30])[Cl:31]>>[Br:1][CH2:2][c:3]1[cH:4][cH:5][c:6]([CH2:9][C:10](=[O:11])[O:12][CH2:27][C:28]([Cl:29])([Cl:30])[Cl:31])[cH:7][cH:8]1. Reactants: O=C(c1ccc(Br)cc1F)C(F)(F)F, CC(=O)[O-], CO, Cl, NO, [Na+]. Product: ON=C(c1ccc(Br)cc1F)C(F)(F)F. As a reaction SMILES: [Br:1][c:2]1[cH:3][c:4]([F:14])[c:5]([C:8]([C:9]([F:10])([F:11])[F:12])=[O:13])[cH:6][cH:7]1.[CH3:19][C:20](=[O:21])[O-:22].[CH3:23][OH:24].[ClH:15].[NH2:16][OH:17].[Na+:18]>>[Br:1][c:2]1[cH:3][c:4]([F:14])[c:5]([C:8]([C:9]([F:10])([F:11])[F:12])=[N:16][OH:17])[cH:6][cH:7]1. The reactants are COC(=O)c1oc2ccc(Br)cc2c1C, O=C([O-])[O-], CNCCOC, CC1(C)c2cccc(P(c3ccccc3)c3ccccc3)c2Oc2c(P(c3ccccc3)c3ccccc3)cccc21, Cc1ccccc1, [Cs+], [Cs+], O=C(C=Cc1ccccc1)C=Cc1ccccc1, O=C(C=Cc1ccccc1)C=Cc1ccccc1, O=C(C=Cc1ccccc1)C=Cc1ccccc1, [Pd], [Pd]. Product: COCCN(C)c1ccc2oc(C(=O)OC)c(C)c2c1. Reaction SMILES: [Br:1][c:2]1[cH:3][cH:4][c:5]2[c:6]([c:7]([CH3:14])[c:8]([C:10](=[O:11])[O:12][CH3:13])[o:9]2)[cH:15]1.[C:22](=[O:23])([O-:24])[O-:25].[CH3:16][O:17][CH2:18][CH2:19][NH:20][CH3:21].[CH3:28][C:29]1([CH3:30])[c:31]2[cH:32][cH:33][cH:34][c:35]([P:36]([c:37]3[cH:38][cH:39][cH:40][cH:41][cH:42]3)[c:43]3[cH:44][cH:45][cH:46][cH:47][cH:48]3)[c:49]2[O:50][c:51]2[c:52]1[cH:53][cH:54][cH:55][c:56]2[P:57]([c:58]1[cH:59][cH:60][cH:61][cH:62][cH:63]1)[c:64]1[cH:65][cH:66][cH:67][cH:68][cH:69]1.[CH3:70][c:71]1[cH:72][cH:73][cH:74][cH:75][cH:76]1.[Cs+:26].[Cs+:27].[O:115]=[C:116]([CH:117]=[CH:118][c:119]1[cH:120][cH:121][cH:122][cH:123][cH:124]1)[CH:125]=[CH:126][c:127]1[cH:128][cH:129][cH:130][cH:131][cH:132]1.[O:79]=[C:80]([CH:81]=[CH:82][c:83]1[cH:84][cH:85][cH:86][cH:87][cH:88]1)[CH:89]=[CH:90][c:91]1[cH:92][cH:93][cH:94][cH:95][cH:96]1.[O:97]=[C:98]([CH:99]=[CH:100][c:101]1[cH:102][cH:103][cH:104][cH:105][cH:106]1)[CH:107]=[CH:108][c:109]1[cH:110][cH:111][cH:112][cH:113][cH:114]1.[Pd:77].[Pd:78]>>[c:2]1([N:20]([CH2:19][CH2:18][O:17][CH3:16])[CH3:21])[cH:3][cH:4][c:5]2[c:6]([c:7]([CH3:14])[c:8]([C:10](=[O:11])[O:12][CH3:13])[o:9]2)[cH:15]1. Reactants: COC([C@@H](NC(=O)OC(C)(C)C)CC1=CN(C=N1)C(=O)OC(C)(C)C)=O (N,1-bis-BOC-histidine methyl ester), FC(S(=O)(=O)OS(=O)(=O)C(F)(F)F)(F)F (trifluoromethanesulfonic anhydride), C12(CC3CC(CC(C1)C3)C2)CCO (1-adamantyl-2-hydroxyethane), C(C)(C)N(CC)C(C)C (diisopropylethylamine), P(=O)([O-])([O-])[O-].[K+].[K+].[K+] (potassium phosphate). Solvent: ClCCl (dichloromethane), ClCCl (dichloromethane), ClCCl (dichloromethane). Conditions: temperature -55 celsius, time 24 hour. Yields the product COC([C@@H](NC(=O)OC(C)(C)C)CC1=CN=CN1CCC12CC3CC(CC(C1)C3)C2)=O (3-(2-(1-Adamantyl)ethyl)-N-BOC-histidine methyl ester). RXN SMILES: FC(F)(F)S(OS(C(F)(F)F)(=O)=O)(=O)=O.[C:16]12([CH2:26][CH2:27]O)[CH2:25][CH:20]3[CH2:21][CH:22]([CH2:24][CH:18]([CH2:19]3)[CH2:17]1)[CH2:23]2.C(N(C(C)C)CC)(C)C.[CH3:38][O:39][C:40](=[O:63])[C@H:41]([CH2:50][C:51]1[N:55]=[CH:54][N:53](C(OC(C)(C)C)=O)[CH:52]=1)[NH:42][C:43]([O:45][C:46]([CH3:49])([CH3:48])[CH3:47])=[O:44].P([O-])([O-])([O-])=O.[K+].[K+].[K+]>ClCCl>[CH3:38][O:39][C:40](=[O:63])[C@H:41]([CH2:50][C:51]1[N:55]([CH2:27][CH2:26][C:16]23[CH2:25][CH:20]4[CH2:21][CH:22]([CH2:24][CH:18]([CH2:19]4)[CH2:17]2)[CH2:23]3)[CH:54]=[N:53][CH:52]=1)[NH:42][C:43]([O:45][C:46]([CH3:47])([CH3:48])[CH3:49])=[O:44] |f:4.5.6.7|. Procedure details: A solution of 11.8 mL trifluoromethanesulfonic anhydride in 70 mL dichloromethane is chilled to -70° C. and treated dropwise with a solution composed of 12.6 g 1-adamantyl-2-hydroxyethane, 12.2 mL diisopropylethylamine and 70 mL dichloromethane. The solution is allowed to warm to -55° C. over 45 min then a solution of 25 g N,1-bis-BOC-histidine methyl ester (J. Chem. Soc., Perkin Trans. I 1982; 1553-61.) in 70 mL dichloromethane is added dropwise. The reaction is then stirred at 25° C. for 24 hr... The reactants are O=C1CC(CCC1)(C#N)C1=CC=CC=C1 (3-oxo-1-phenylcyclohexanecarbonitrile), C(CO)O (ethylene glycol), C1(=CC=C(C=C1)S(=O)(=O)[O-])C.[NH+]1=CC=CC=C1 (pyridinium p-toluene sulfonate). The solvent is C1=CC=CC=C1 (benzene). Conditions: temperature 111 celsius, time 8 hour. The product is C1OC2(CC(CCC2)(C#N)C2=CC=CC=C2)OC1 (3,3-ethylenedioxy-1-phenylcyclohexanecarbonitrile). The yield is 48.0%. Reaction SMILES: [O:1]=[C:2]1[CH2:7][CH2:6][CH2:5][C:4]([C:10]2[CH:15]=[CH:14][CH:13]=[CH:12][CH:11]=2)([C:8]#[N:9])[CH2:3]1.[CH2:16](O)[CH2:17][OH:18].C1(C)C=CC(S([O-])(=O)=O)=CC=1.[NH+]1C=CC=CC=1>C1C=CC=CC=1>[CH2:16]1[CH2:17][O:18][C:2]2([CH2:7][CH2:6][CH2:5][C:4]([C:10]3[CH:11]=[CH:12][CH:13]=[CH:14][CH:15]=3)([C:8]#[N:9])[CH2:3]2)[O:1]1 |f:2.3|. Reported procedure: The mixture of 3-oxo-1-phenylcyclohexanecarbonitrile (2.62 g), ethylene glycol (3.65 mL) and pyridinium p-toluene sulfonate (1 spatula) in benzene (40 mL) was stirred at 111° C. with Dean-Stark apparatus overnight. After cooling down to room temperature, the mixture was washed with saturated sodium bicarbonate and the organic layer was separated. The aqueous layer was extracted with dichloromethane 3 times and the combined organic layers were dried over magnesium sulfate, filtered and concentrat... Starting materials: BrC1=C(C=C(C=C1)N1C(C2=C(C1=O)CCCC2)=O)O (N-(4-bromo-3-hydroxyphenyl)-3,4,5,6-tetrahydrophthalimide), [I-].[K+] (potassium iodide), ClC(C(C)=O)C (3-chloro-2-butanone), C([O-])([O-])=O.[K+].[K+] (potassium carbonate). Run in CC(=O)C (acetone). Conditions: time 3 hour. Yields the product BrC1=C(C=C(C=C1)N1C(C2=C(C1=O)CCCC2)=O)OC(C(C)=O)C (N-[4-bromo-3-(1-methyl-2-oxopropoxy)phenyl]-3,4,5,6-tetrahydrophthalimide). Reaction SMILES: [Br:1][C:2]1[CH:7]=[CH:6][C:5]([N:8]2[C:12](=[O:13])[C:11]3[CH2:14][CH2:15][CH2:16][CH2:17][C:10]=3[C:9]2=[O:18])=[CH:4][C:3]=1[OH:19].Cl[CH:21]([CH3:25])[C:22](=[O:24])[CH3:23].C(=O)([O-])[O-].[K+].[K+].[I-].[K+]>CC(C)=O>[Br:1][C:2]1[CH:7]=[CH:6][C:5]([N:8]2[C:9](=[O:18])[C:10]3[CH2:17][CH2:16][CH2:15][CH2:14][C:11]=3[C:12]2=[O:13])=[CH:4][C:3]=1[O:19][CH:21]([CH3:25])[C:22](=[O:24])[CH3:23] |f:2.3.4,5.6|. Procedure details: A mixture of 4.0 g. of N-(4-bromo-3-hydroxyphenyl)-3,4,5,6-tetrahydrophthalimide, 2.0 g. of 3-chloro-2-butanone, 2.1 g. of potassium carbonate, 1.0 g. of potassium iodide and 30 ml. of acetone was refluxed with stirring for 3 hours. The precipitate was separated by a filtration and the filtrate was concentrated under a reduced pressure and the residue was purified by a chromatography on a column of silica gel (developing solvent: ethyl acetate:n-hexane of 2:3) to obtain 4.2 g. of Compound No. 24... Starting materials: ClC=1C=C(C=CC1OCC1=NC=CC=C1)NC=1C2=C(N=CN1)C=NC(=C2)NCC2=CC=C(C=C2)OC (N4-(3-chloro-4-(pyridin-2-ylmethoxy)phenyl)-N6-(4-methoxybenzyl)pyrido[3,4-d]pyrimidine-4,6-diamine), FC(C(=O)O)(F)F (trifluoroacetic acid), FC(C(=O)O)(F)F (trifluoroacetic acid), C1(=CC=CC=C1)OC (anisole). Run in petroleum ether. Product: ClC=1C=C(C=CC1OCC1=NC=CC=C1)NC=1C2=C(N=CN1)C=NC(=C2)N (N4-(3-chloro-4-(pyridin-2-ylmethoxy)phenyl)pyrido[3,4-d]-pyrimidine-4,6-diamine). The yield is 88.8%. RXN SMILES: [Cl:1][C:2]1[CH:3]=[C:4]([NH:16][C:17]2[C:18]3[CH:26]=[C:25]([NH:27]CC4C=CC(OC)=CC=4)[N:24]=[CH:23][C:19]=3[N:20]=[CH:21][N:22]=2)[CH:5]=[CH:6][C:7]=1[O:8][CH2:9][C:10]1[CH:15]=[CH:14][CH:13]=[CH:12][N:11]=1.FC(F)(F)C(O)=O.C1(OC)C=CC=CC=1>>[Cl:1][C:2]1[CH:3]=[C:4]([NH:16][C:17]2[C:18]3[CH:26]=[C:25]([NH2:27])[N:24]=[CH:23][C:19]=3[N:20]=[CH:21][N:22]=2)[CH:5]=[CH:6][C:7]=1[O:8][CH2:9][C:10]1[CH:15]=[CH:14][CH:13]=[CH:12][N:11]=1. Procedure details: To a stirred heterogeneous mixture of compound 212 (2.88 g, 5.77 mmol) and DCVI (60 ml) was added trifluoroacetic acid (4.38 ml, 57.7 mmol), followed by anisole (1.27 ml, 11.5 mmol), and the mixture was stirred further at room temperature. After 72 h another batch of trifluoroacetic acid (4.38 ml, 57.7 mmol) was added and stirred further for 49 h. It was poured into petroleum ether (250 ml) and stirred at room temperature for ca. 20 min. Petroleum ether layer was decanted and discarded. The proc... Starting materials: COC(=O)c1ccc(C(C)NC(=O)c2cc(Cl)cnc2Cl)cc1, Oc1cc(Cl)cc(Cl)c1. Yields the product COC(=O)c1ccc(C(C)NC(=O)c2cc(Cl)cnc2Oc2cc(Cl)cc(Cl)c2)cc1. Reaction SMILES: [Cl:1][c:2]1[n:3][cH:4][c:5]([Cl:23])[cH:6][c:7]1[C:8](=[O:9])[NH:10][CH:11]([CH3:12])[c:13]1[cH:14][cH:15][c:16]([C:17](=[O:18])[O:19][CH3:20])[cH:21][cH:22]1.[Cl:24][c:25]1[cH:26][c:27]([OH:32])[cH:28][c:29]([Cl:31])[cH:30]1>>[c:2]1([O:32][c:27]2[cH:26][c:25]([Cl:24])[cH:30][c:29]([Cl:31])[cH:28]2)[n:3][cH:4][c:5]([Cl:23])[cH:6][c:7]1[C:8](=[O:9])[NH:10][CH:11]([CH3:12])[c:13]1[cH:14][cH:15][c:16]([C:17](=[O:18])[O:19][CH3:20])[cH:21][cH:22]1. Starting materials: OCCc1cccc(CCBr)c1, O=C([O-])[O-], CC#N, CC(C)c1nc(C(=O)N2CCOC3(CCNCC3)C2)cs1, Cl, [K+], [K+], O. The product is CC(C)c1nc(C(=O)N2CCOC3(CCN(CCc4cccc(CCO)c4)CC3)C2)cs1. RXN SMILES: [Br:23][CH2:24][CH2:25][c:26]1[cH:27][c:28]([CH2:32][CH2:33][OH:34])[cH:29][cH:30][cH:31]1.[C:35](=[O:36])([O-:37])[O-:38].[CH3:41][C:42]#[N:43].[CH:2]([CH3:3])([CH3:4])[c:5]1[s:6][cH:7][c:8]([C:10](=[O:11])[N:12]2[CH2:13][CH2:14][O:15][C:16]3([CH2:17]2)[CH2:18][CH2:19][NH:20][CH2:21][CH2:22]3)[n:9]1.[ClH:1].[K+:39].[K+:40].[OH2:44]>>[CH:2]([CH3:3])([CH3:4])[c:5]1[s:6][cH:7][c:8]([C:10](=[O:11])[N:12]2[CH2:13][CH2:14][O:15][C:16]3([CH2:17]2)[CH2:18][CH2:19][N:20]([CH2:24][CH2:25][c:26]2[cH:27][c:28]([CH2:32][CH2:33][OH:34])[cH:29][cH:30][cH:31]2)[CH2:21][CH2:22]3)[n:9]1.